describe an organic reaction: reactants, conditions, products, and yield From a dataset of the Open Reaction Database (ORD), a public repository of structured organic reaction records. Starting materials: COC(C(C(C1=C(C=CC=C1)[N+](=O)[O-])O)(C)C)=O (3-Hydroxy-2,2-dimethyl-3-(2-nitro-phenyl)-propionic acid methyl ester), [H][H] (hydrogen). Reagents/catalysts: [Pd] (Palladium on carbon). Solvent: CO (MeOH). Conditions: time 4 hour. Product: OC1C(C(NC2=CC=CC=C12)=O)(C)C (4-Hydroxy-3,3-dimethyl-3,4-dihydro-1H-quinolin-2-one). Isolated yield 41.4%. As a reaction SMILES: C[O:2][C:3](=O)[C:4]([CH3:17])([CH3:16])[CH:5]([OH:15])[C:6]1[CH:11]=[CH:10][CH:9]=[CH:8][C:7]=1[N+:12]([O-])=O.[H][H]>[Pd].CO>[OH:15][CH:5]1[C:6]2[C:7](=[CH:8][CH:9]=[CH:10][CH:11]=2)[NH:12][C:3](=[O:2])[C:4]1([CH3:17])[CH3:16]. Procedure details: A mixture of 3-Hydroxy-2,2-dimethyl-3-(2-nitro-phenyl)-propionic acid methyl ester (800 mg), Palladium on carbon (10%, 80 mg) in 5 mL of MeOH under 1 atm hydrogen gas is stirred at room temperature for 4 h. The mixture is filtered through a pad of celite and washed with MeOH. The combined solution is concentrated and the residue is purified by flash column and gives 250 mg colorless solid. The product is Nc1ccc(Cl)c(C(=O)Nc2cnc3[nH]ccc3c2)c1. RXN SMILES: [CH2:23]1[O:24][CH2:25][CH2:26][CH2:27]1.[Cl:1][c:2]1[c:3]([C:4](=[O:5])[NH:6][c:7]2[cH:8][c:9]3[c:10]([n:11][cH:12]2)[nH:13][cH:14][cH:15]3)[cH:16][c:17]([N+:20]([O-:21])=[O:22])[cH:18][cH:19]1>>[Cl:1][c:2]1[c:3]([C:4](=[O:5])[NH:6][c:7]2[cH:8][c:9]3[c:10]([n:11][cH:12]2)[nH:13][cH:14][cH:15]3)[cH:16][c:17]([NH2:20])[cH:18][cH:19]1. The reactants are C1CCOC1, O=C(Nc1cnc2[nH]ccc2c1)c1cc([N+](=O)[O-])ccc1Cl. The reactants are COP(OC)OC (trimethylphosphite), ClC(=O)OCC1=CC=CC=C1 (benzyl chloroformate). The product is C(C1=CC=CC=C1)OC(=O)P(OC)(OC)=O (Dimethyl benzyloxycarbonylphosphonate). As a reaction SMILES: C[O:2][P:3]([O:6][CH3:7])[O:4][CH3:5].Cl[C:9]([O:11][CH2:12][C:13]1[CH:18]=[CH:17][CH:16]=[CH:15][CH:14]=1)=[O:10]>>[CH2:12]([O:11][C:9]([P:3](=[O:2])([O:6][CH3:7])[O:4][CH3:5])=[O:10])[C:13]1[CH:18]=[CH:17][CH:16]=[CH:15][CH:14]=1. Procedure details: From 50 ml (0.4 mole) of trimethylphosphite and 56.9 g (0.3 mole) of benzyl chloroformate (Sigma 90-95%) (100° C., 2 hours). Yield 73 g (90%). Bp0.02 135°-6° C. nD25 1,4997. Starting materials: CC(C)(C)OC(=O)NC(Cc1ccc(OCc2ccccc2)cc1)C(=O)O, CN1CCOCC1, CCOC(C)=O, NCCN1CCCCC1, CN(C)C=O. Yields the product CC(C)(C)OC(=O)NC(Cc1ccc(OCc2ccccc2)cc1)C(=O)NCCN1CCCCC1. As a reaction SMILES: [CH2:1]([c:2]1[cH:3][cH:4][cH:5][cH:6][cH:7]1)[O:8][c:9]1[cH:10][cH:11][c:12]([CH2:15][CH:16]([C:17](=[O:18])[OH:19])[NH:20][C:21](=[O:22])[O:23][C:24]([CH3:25])([CH3:26])[CH3:27])[cH:13][cH:14]1.[CH3:28][N:29]1[CH2:30][CH2:31][O:32][CH2:33][CH2:34]1.[CH3:44][CH2:45][O:46][C:47](=[O:48])[CH3:49].[NH2:35][CH2:36][CH2:37][N:38]1[CH2:39][CH2:40][CH2:41][CH2:42][CH2:43]1.[O:50]=[CH:51][N:52]([CH3:53])[CH3:54]>>[CH2:1]([c:2]1[cH:3][cH:4][cH:5][cH:6][cH:7]1)[O:8][c:9]1[cH:10][cH:11][c:12]([CH2:15][CH:16]([C:17](=[O:19])[NH:35][CH2:36][CH2:37][N:38]2[CH2:39][CH2:40][CH2:41][CH2:42][CH2:43]2)[NH:20][C:21](=[O:22])[O:23][C:24]([CH3:25])([CH3:26])[CH3:27])[cH:13][cH:14]1. Reactants: [OH-].[Na+] (NaOH), ClC=1C=C(C=CC1OC(C)C)C1=NOC(=N1)C1=CC=C(C=C1)C(C)(C)NCCC(=O)OC (Methyl 3-(2-(4-(3-(3-chloro-4-isopropoxyphenyl)-1,2,4-oxadiazol-5-yl)phenyl)propan-2-ylamino)propanoate), C(C)(=O)O (acetic acid). The solvent is Cl (HCl), CCOCC (ether), C(Cl)Cl (DCM), C(C)O (ethanol). Product: ClC=1C=C(C=CC1OC(C)C)C1=NOC(=N1)C1=CC=C(C=C1)C(C)(C)NCCC(=O)O (3-(2-(4-(3-(3-chloro-4-isopropoxyphenyl)-1,2,4-oxadiazol-5-yl)phenyl)propan-2-ylamino)propanoic Acid). Isolated yield 76.5%. As a reaction SMILES: [Cl:1][C:2]1[CH:3]=[C:4]([C:12]2[N:16]=[C:15]([C:17]3[CH:22]=[CH:21][C:20]([C:23]([NH:26][CH2:27][CH2:28][C:29]([O:31]C)=[O:30])([CH3:25])[CH3:24])=[CH:19][CH:18]=3)[O:14][N:13]=2)[CH:5]=[CH:6][C:7]=1[O:8][CH:9]([CH3:11])[CH3:10].[OH-].[Na+].C(O)(=O)C>C(O)C.C(Cl)Cl.Cl.CCOCC>[Cl:1][C:2]1[CH:3]=[C:4]([C:12]2[N:16]=[C:15]([C:17]3[CH:22]=[CH:21][C:20]([C:23]([NH:26][CH2:27][CH2:28][C:29]([OH:31])=[O:30])([CH3:25])[CH3:24])=[CH:19][CH:18]=3)[O:14][N:13]=2)[CH:5]=[CH:6][C:7]=1[O:8][CH:9]([CH3:11])[CH3:10] |f:1.2|. Reported procedure: Methyl 3-(2-(4-(3-(3-chloro-4-isopropoxyphenyl)-1,2,4-oxadiazol-5-yl)phenyl)propan-2-ylamino)propanoate (83 mg, 0.181 mmol) was dissolved in ethanol (4mL) and NaOH (4mL, 8.00 mmol) was added. The mixture was stirred at room temperature under nitrogen. After 20 minutes the reaction was neutralized by drop-wise addition of acetic acid. The aqueous mixture was then frozen and lyophilized. The solid obtained after lyophilization was brought up in DCM, filtered, and washed with DCM. The filtrate was ... Starting materials: ClC=1C=CC2=C(N=CN=C2O)N1 (7-Chloro-pyrido[2,3-d]pyrimidin-4-ol), P(=O)(Cl)(Cl)Cl (phosphorus oxychloride). Yields the product ClC=1C2=C(N=CN1)N=C(C=C2)Cl (4,7-Dichloro-pyrido[2,3-d]pyrimidine). The yield is 73.0%. As a reaction SMILES: [Cl:1][C:2]1[CH:3]=[CH:4][C:5]2[C:10](O)=[N:9][CH:8]=[N:7][C:6]=2[N:12]=1.P(Cl)(Cl)([Cl:15])=O>>[Cl:15][C:10]1[C:5]2[CH:4]=[CH:3][C:2]([Cl:1])=[N:12][C:6]=2[N:7]=[CH:8][N:9]=1. Procedure: A mixture of Example 140C (1 g, 5.5 mmol) in phosphorus oxychloride (40 mL) was refluxed for 2 h then cooled and evaporated. The residue was taken into ethyl acetate (75 ml), washed with saturated sodium bicarbonate (50 ml) water (50 ml) and brine (50 ml). The ethyl acetate was evaporated to yield 0.8 g of product (73%). The reactants are CC(C)(C)OC(=O)N1CC(C(=O)O)C1, C1CCOC1, CNOC, CCN(C(C)C)C(C)C, Cl, On1nnc2ccccc21. Yields the product CON(C)C(=O)C1CN(C(=O)OC(C)(C)C)C1. Reaction SMILES: [C:1]([CH3:2])([CH3:3])([CH3:4])[O:5][C:6](=[O:7])[N:8]1[CH2:9][CH:10]([C:12](=[O:13])[OH:14])[CH2:11]1.[CH2:39]1[O:40][CH2:41][CH2:42][CH2:43]1.[CH3:35][NH:36][O:37][CH3:38].[CH:25]([N:26]([CH2:27][CH3:28])[CH:29]([CH3:30])[CH3:31])([CH3:32])[CH3:33].[ClH:34].[OH:15][n:16]1[c:17]2[c:18]([cH:19][cH:20][cH:21][cH:22]2)[n:23][n:24]1>>[C:1]([CH3:2])([CH3:3])([CH3:4])[O:5][C:6](=[O:7])[N:8]1[CH2:9][CH:10]([C:12](=[O:14])[N:36]([CH3:35])[O:37][CH3:38])[CH2:11]1. Reactants: CO[C@H]1C[C@@H]([C@H](NC1)C(=O)N1CCN(CC1)C1=CC=CC=C1)C(=O)OC (methyl(2S,3S,5S)-5-methoxy-2-[(4-phenylpiperazin-1-yl)carbonyl]piperidine-3-carboxylate), C(Cl)Cl (methylene chloride), ClC(=O)OC (methyl chloroformate). The reagents and catalysts are CN(C1=CC=NC=C1)C (4-dimethylaminopyridine). Run at time 8 hour. The product is CO[C@H]1C[C@@H]([C@H](N(C1)C(=O)OC)C(=O)N1CCN(CC1)C1=CC=CC=C1)C(=O)OC (dimethyl(2S,3S,5S)-5-methoxy-2-[(4-phenylpiperazin-1-yl)carbonyl]piperidine-1,3-dicarboxylate). As a reaction SMILES: [CH3:1][O:2][C@@H:3]1[CH2:8][NH:7][C@H:6]([C:9]([N:11]2[CH2:16][CH2:15][N:14]([C:17]3[CH:22]=[CH:21][CH:20]=[CH:19][CH:18]=3)[CH2:13][CH2:12]2)=[O:10])[C@@H:5]([C:23]([O:25][CH3:26])=[O:24])[CH2:4]1.C(Cl)Cl.Cl[C:31]([O:33][CH3:34])=[O:32]>CN(C)C1C=CN=CC=1>[CH3:1][O:2][C@@H:3]1[CH2:8][N:7]([C:31]([O:33][CH3:34])=[O:32])[C@H:6]([C:9]([N:11]2[CH2:16][CH2:15][N:14]([C:17]3[CH:18]=[CH:19][CH:20]=[CH:21][CH:22]=3)[CH2:13][CH2:12]2)=[O:10])[C@@H:5]([C:23]([O:25][CH3:26])=[O:24])[CH2:4]1. Reported procedure: To a mixture of methyl(2S,3S,5S)-5-methoxy-2-[(4-phenylpiperazin-1-yl)carbonyl]piperidine-3-carboxylate (0.0233 g, 0.0000645 mol) and 4-dimethylaminopyridine (0.0118 g, 0.0000967 mol) in methylene chloride (1.00 mL, 0.0156 mol) was added methyl chloroformate (0.00648 mL, 0.0000838 mol). The reaction was stirred at rt overnight. After quenched with aq. sodium bicaronate, the reaction was extracted with ethyl acetate. The combined organic layers were washed with brine, dried, concentrated to dry. ... Starting materials: resultant mixture, COC=1C=C(C=C(C1OC)OC)C1=NC=CC(=C1)CN1CCNCC1 (1-[[2-(3,4,5-Trimethoxyphenyl)pyridin-4-yl]methyl]-piperazine), C(O)([O-])=O.[Na+] (sodium hydrogencarbonate), COC=1C=C(C=C(C1OC)OC)C1=CC=C(C(=O)Cl)C=C1 (4-(3,4,5-Trimethoxyphenyl)benzoyl chloride), O (water). Run in ClCCl (dichloromethane). Product: COC=1C=C(C=C(C1OC)OC)C1=CC=C(C(=O)N2CCN(CC2)CC2=CC(=NC=C2)C2=CC(=C(C(=C2)OC)OC)OC)C=C1 (N-[4-(3,4,5-trimethoxyphenyl)benzoyl]-N′-[[2-(3,4,5-trimethoxyphenyl)pyridin-4-yl]methyl]piperazine). As a reaction SMILES: [CH3:1][O:2][C:3]1[CH:4]=[C:5]([C:13]2[CH:18]=[C:17]([CH2:19][N:20]3[CH2:25][CH2:24][NH:23][CH2:22][CH2:21]3)[CH:16]=[CH:15][N:14]=2)[CH:6]=[C:7]([O:11][CH3:12])[C:8]=1[O:9][CH3:10].C(=O)([O-])O.[Na+].[CH3:31][O:32][C:33]1[CH:34]=[C:35]([C:43]2[CH:51]=[CH:50][C:46]([C:47](Cl)=[O:48])=[CH:45][CH:44]=2)[CH:36]=[C:37]([O:41][CH3:42])[C:38]=1[O:39][CH3:40].O>ClCCl>[CH3:31][O:32][C:33]1[CH:34]=[C:35]([C:43]2[CH:51]=[CH:50][C:46]([C:47]([N:23]3[CH2:24][CH2:25][N:20]([CH2:19][C:17]4[CH:16]=[CH:15][N:14]=[C:13]([C:5]5[CH:6]=[C:7]([O:11][CH3:12])[C:8]([O:9][CH3:10])=[C:3]([O:2][CH3:1])[CH:4]=5)[CH:18]=4)[CH2:21][CH2:22]3)=[O:48])=[CH:45][CH:44]=2)[CH:36]=[C:37]([O:41][CH3:42])[C:38]=1[O:39][CH3:40] |f:1.2|. Procedure details: 1-[[2-(3,4,5-Trimethoxyphenyl)pyridin-4-yl]methyl]-piperazine (103 mg) was dissolved in dichloromethane (0.9 mL), and a saturated aqueous solution (0.9 mL) of sodium hydrogencarbonate was added to the solution. 4-(3,4,5-Trimethoxyphenyl)benzoyl chloride (55 mg) was then added dropwise to the mixture under ice cooling, and the resultant mixture was stirred for 1 hour. After water was added to the reaction mixture to conduct extraction with chloroform, the resultant organic layer was dried over an...